From a dataset of the Open Reaction Database (ORD), a public repository of structured organic reaction records. describe an organic reaction: reactants, conditions, products, and yield Starting materials: ClC1=C(C(=O)O)C=CC=C1Cl (2,3-dichlorobenzoic acid), FC1(CCC(CC1)(N1C=NC(=C1)C)CN)F ((4,4-difluoro-1-(4-methyl-1H-imidazol-1-yl)cyclohexyl)methanamine). The product is ClC1=C(C(=O)NCC2(CCC(CC2)(F)F)N2C=NC(=C2)C)C=CC=C1Cl (2,3-dichloro-N-((4,4-difluoro-1-(4-methyl-1H-imidazol-1-yl)cyclohexyl)methyl)benzamide). RXN SMILES: [Cl:1][C:2]1[C:10]([Cl:11])=[CH:9][CH:8]=[CH:7][C:3]=1[C:4]([OH:6])=O.[F:12][C:13]1([F:27])[CH2:18][CH2:17][C:16]([CH2:25][NH2:26])([N:19]2[CH:23]=[C:22]([CH3:24])[N:21]=[CH:20]2)[CH2:15][CH2:14]1>>[Cl:1][C:2]1[C:10]([Cl:11])=[CH:9][CH:8]=[CH:7][C:3]=1[C:4]([NH:26][CH2:25][C:16]1([N:19]2[CH:23]=[C:22]([CH3:24])[N:21]=[CH:20]2)[CH2:17][CH2:18][C:13]([F:12])([F:27])[CH2:14][CH2:15]1)=[O:6]. Procedure details: From 2,3-dichlorobenzoic acid and (4,4-difluoro-1-(4-methyl-1H-imidazol-1-yl)cyclohexyl)methanamine. LCMS (MH+): m/z=402.0, tR (minutes, Method E)=0.45 Yields the product FC1=CC=C(C=C1)[C@@H]1[C@H](CN(CC1)C(=O)OC1=CC=C(C=C1)C(=O)OC)C=O (4-(methoxycarbonyl)phenyl rel-(3R,4S)-4-(4-fluorophenyl)-3-formylpiperidine-1-carboxylate), crude product. Reaction SMILES: C(Cl)(=O)C(Cl)=O.CS(C)=O.[F:11][C:12]1[CH:17]=[CH:16][C:15]([C@H:18]2[CH2:23][CH2:22][N:21]([C:24]([O:26][C:27]3[CH:32]=[CH:31][C:30]([C:33]([O:35][CH3:36])=[O:34])=[CH:29][CH:28]=3)=[O:25])[CH2:20][C@@H:19]2[CH2:37][OH:38])=[CH:14][CH:13]=1.C(N(C(C)C)CC)(C)C>ClCCl>[F:11][C:12]1[CH:17]=[CH:16][C:15]([C@H:18]2[CH2:23][CH2:22][N:21]([C:24]([O:26][C:27]3[CH:32]=[CH:31][C:30]([C:33]([O:35][CH3:36])=[O:34])=[CH:29][CH:28]=3)=[O:25])[CH2:20][C@@H:19]2[CH:37]=[O:38])=[CH:14][CH:13]=1. Solvent: ClCCl (dichloromethane), ClCCl (dichloromethane), ClCCl (dichloromethane). Reported procedure: To a solution of 0.3 mL of oxalyl chloride in 5 mL of dichloromethane was added dropwise 0.5 mL of DMSO at −78° C., followed by stirring for 10 minutes. To the reaction mixture was added dropwise a solution of 664 mg of 4-(methoxycarbonyl)phenyl rel-(3R,4S)-4-(4-fluorophenyl)-3-(hydroxymethyl)piperidine-1-carboxylate in 5 mL of dichloromethane at −78° C., followed by stirring for 15 min, and a solution of 1.8 mL of diisopropylethylamine in 3 mL of dichloromethane was then added dropwise, followe... Reactants: C(C(=O)Cl)(=O)Cl (oxalyl chloride), CS(=O)C (DMSO), FC1=CC=C(C=C1)[C@@H]1[C@H](CN(CC1)C(=O)OC1=CC=C(C=C1)C(=O)OC)CO (4-(methoxycarbonyl)phenyl rel-(3R,4S)-4-(4-fluorophenyl)-3-(hydroxymethyl)piperidine-1-carboxylate), C(C)(C)N(CC)C(C)C (diisopropylethylamine). Reaction conditions: time 10 minute. Starting materials: O=C1CCC(=O)N1Br, OCC1CCCCN1Cc1ccccc1, ClCCl, c1ccc(P(c2ccccc2)c2ccccc2)cc1. The product is BrCC1CCCCN1Cc1ccccc1. As a reaction SMILES: [Br:35][N:36]1[C:37](=[O:38])[CH2:39][CH2:40][C:41]1=[O:42].[CH2:1]([c:2]1[cH:3][cH:4][cH:5][cH:6][cH:7]1)[N:8]1[CH:9]([CH2:14][OH:15])[CH2:10][CH2:11][CH2:12][CH2:13]1.[Cl:43][CH2:44][Cl:45].[c:16]1([P:17]([c:18]2[cH:19][cH:20][cH:21][cH:22][cH:23]2)[c:24]2[cH:25][cH:26][cH:27][cH:28][cH:29]2)[cH:30][cH:31][cH:32][cH:33][cH:34]1>>[CH2:1]([c:2]1[cH:3][cH:4][cH:5][cH:6][cH:7]1)[N:8]1[CH:9]([CH2:14][Br:35])[CH2:10][CH2:11][CH2:12][CH2:13]1. The reactants are OC1=C2C=CC=CC2=C(C=2OC(=CC(C21)=O)C(=O)[O-])CCC.[Na+] (Sodium 5-hydroxy-4-oxo-10-propyl-4H-naphtho[2,3-b]pyran-2-carboxylate), Cl (hydrochloric acid). Solvent: O (water). The product is OC1=C2C=CC=CC2=C(C=2OC(=CC(C21)=O)C(=O)O)CCC (5-Hydroxy-4-oxo-10-propyl-4H-naphtho[2,3-b]pyran-2-carboxylic acid). RXN SMILES: [OH:1][C:2]1[C:15]2[C:14](=[O:16])[CH:13]=[C:12]([C:17]([O-:19])=[O:18])[O:11][C:10]=2[C:9]([CH2:20][CH2:21][CH3:22])=[C:8]2[C:3]=1[CH:4]=[CH:5][CH:6]=[CH:7]2.[Na+].Cl>O>[OH:1][C:2]1[C:15]2[C:14](=[O:16])[CH:13]=[C:12]([C:17]([OH:19])=[O:18])[O:11][C:10]=2[C:9]([CH2:20][CH2:21][CH3:22])=[C:8]2[C:3]=1[CH:4]=[CH:5][CH:6]=[CH:7]2 |f:0.1|. Procedure: The product of step (b) (0.2 g) was dissolved in hot water (20 ml) and acidified with hydrochloric acid. The title acid precipitated as an orange solid (0.18 g) mp 283° (decomp).